Dataset: the Open Reaction Database (ORD), a public repository of structured organic reaction records. Task: describe an organic reaction: reactants, conditions, products, and yield The product is CC=1OC(=CC1C=1N=C(SC1)C1=CC=C(C(=O)OC)C=C1)C (methyl 4-[4-(2,5-dimethyl-3-furyl)-2-thiazolyl]benzoate). Isolated yield 36.0%. Procedure details: In the same manner as in Example 74, methyl 4-thiocarbamoylbenzoate was reacted with 3-bromoacetyl-2,5-dimethylfuran to obtain methyl 4-[4-(2,5-dimethyl-3-furyl)-2-thiazolyl]benzoate. The product was recrystallized from ethanol. Yield: 36%. Pale yellow prisms. Melting point: 103 to 105° C. The reactants are C(N)(=S)C1=CC=C(C(=O)OC)C=C1 (methyl 4-thiocarbamoylbenzoate), BrCC(=O)C1=C(OC(=C1)C)C (3-bromoacetyl-2,5-dimethylfuran). RXN SMILES: [C:1]([C:4]1[CH:13]=[CH:12][C:7]([C:8]([O:10][CH3:11])=[O:9])=[CH:6][CH:5]=1)(=[S:3])[NH2:2].Br[CH2:15][C:16]([C:18]1[CH:22]=[C:21]([CH3:23])[O:20][C:19]=1[CH3:24])=O>>[CH3:24][C:19]1[O:20][C:21]([CH3:23])=[CH:22][C:18]=1[C:16]1[N:2]=[C:1]([C:4]2[CH:13]=[CH:12][C:7]([C:8]([O:10][CH3:11])=[O:9])=[CH:6][CH:5]=2)[S:3][CH:15]=1. Reactants: CCCCCBr, O=Cc1cccc(Br)c1, [Li]CCCC, CCCCCC, C1CCOC1, c1ccc(P(c2ccccc2)c2ccccc2)cc1. The product is CCCCC=Cc1cccc(Br)c1. As a reaction SMILES: [Br:1][CH2:2][CH2:3][CH2:4][CH2:5][CH3:6].[Br:31][c:32]1[cH:33][c:34]([CH:35]=[O:36])[cH:37][cH:38][cH:39]1.[CH2:26]([Li:27])[CH2:28][CH2:29][CH3:30].[CH3:45][CH2:46][CH2:47][CH2:48][CH2:49][CH3:50].[O:40]1[CH2:41][CH2:42][CH2:43][CH2:44]1.[c:7]1([P:8]([c:9]2[cH:10][cH:11][cH:12][cH:13][cH:14]2)[c:15]2[cH:16][cH:17][cH:18][cH:19][cH:20]2)[cH:21][cH:22][cH:23][cH:24][cH:25]1>>[CH:2]([CH2:3][CH2:4][CH2:5][CH3:6])=[CH:35][c:34]1[cH:33][c:32]([Br:31])[cH:39][cH:38][cH:37]1.